From a dataset of the Open Reaction Database (ORD), a public repository of structured organic reaction records. describe an organic reaction: reactants, conditions, products, and yield The reactants are Cl.CC1(C=2C=CC(=CC2C(CC1)(C)C)C=1N=C(SC1)C1CCNCC1)C (4-[4-(5,5,8,8-tetramethyl-5,6,7,8-tetrahydronaphthalen-2-yl)thiazol-2-yl]piperidine hydrochloride), BrCCCCCCO[Si](C)(C)C(C)(C)C ((6-bromohexyloxy)-tert-butyldimethylsilane). The product is CC1(C=2C=CC(=CC2C(CC1)(C)C)C=1N=C(SC1)C1CCN(CC1)CCCCCCO)C (6-{4-[4-(5,5,8,8-tetramethyl-5,6,7,8-tetrahydronaphthalen-2-yl)thiazol-2-yl]piperidin-1-yl}hexan-1-ol). RXN SMILES: Cl.[CH3:2][C:3]1([CH3:26])[CH2:12][CH2:11][C:10]([CH3:14])([CH3:13])[C:9]2[CH:8]=[C:7]([C:15]3[N:16]=[C:17]([CH:20]4[CH2:25][CH2:24][NH:23][CH2:22][CH2:21]4)[S:18][CH:19]=3)[CH:6]=[CH:5][C:4]1=2.Br[CH2:28][CH2:29][CH2:30][CH2:31][CH2:32][CH2:33][O:34][Si](C(C)(C)C)(C)C>>[CH3:2][C:3]1([CH3:26])[CH2:12][CH2:11][C:10]([CH3:13])([CH3:14])[C:9]2[CH:8]=[C:7]([C:15]3[N:16]=[C:17]([CH:20]4[CH2:25][CH2:24][N:23]([CH2:28][CH2:29][CH2:30][CH2:31][CH2:32][CH2:33][OH:34])[CH2:22][CH2:21]4)[S:18][CH:19]=3)[CH:6]=[CH:5][C:4]1=2 |f:0.1|. Procedure details: The preparation was carried out as already described starting from 100 mg (0.26 mmol) of 4-[4-(5,5,8,8-tetramethyl-5,6,7,8-tetrahydronaphthalen-2-yl)thiazol-2-yl]piperidine hydrochloride and 92 mg (0.31 mmol) of (6-bromohexyloxy)-tert-butyldimethylsilane. The product was purified by means of flash chromatography on silica gel. The protecting group was cleaved off as already described using an HCl solution in dioxane. The product is in the form of the hydrochloride. The reactants are COC(=O)C#CBr, [NH4+], N#C[S-], O=S(=O)(O)O. Product: COC(=O)C=C(Br)SC#N. Reaction SMILES: [Br:5][C:6]#[C:7][C:8](=[O:9])[O:10][CH3:11].[NH4+:4].[S-:1][C:2]#[N:3].[S:12](=[O:13])(=[O:14])([OH:15])[OH:16]>>[S:1]([C:2]#[N:3])[C:6]([Br:5])=[CH:7][C:8](=[O:9])[O:10][CH3:11].